From a dataset of the Open Reaction Database (ORD), a public repository of structured organic reaction records. describe an organic reaction: reactants, conditions, products, and yield The reactants are C([O-])(O)=O.[Na+] (sodium bicarbonate), FC1=C(OC2CCNCC2)C(=C(C(=C1F)F)F)F (4-(2,3,4,5,6-pentafluorophenoxy)piperidine), CN(CCCl)C (2-dimethylaminoethyl chloride). Run in CN(C=O)C (dimethylformamide), CN(C=O)C (dimethylformamide). Reaction conditions: temperature 85 celsius, time 5 hour. Yields the product CN(C)CCN1CCC(CC1)OC1=C(C(=C(C(=C1F)F)F)F)F (1-[2-(N,N-dimethylamino)ethyl]-4-(2,3,4,5,6-pentafluorophenoxy)piperidine). Yield: 45.9%. Reaction SMILES: C(=O)(O)[O-].[Na+].[F:6][C:7]1[C:19]([F:20])=[C:18]([F:21])[C:17]([F:22])=[C:16]([F:23])[C:8]=1[O:9][CH:10]1[CH2:15][CH2:14][NH:13][CH2:12][CH2:11]1.[CH3:24][N:25]([CH3:29])[CH2:26][CH2:27]Cl>CN(C)C=O>[CH3:24][N:25]([CH2:26][CH2:27][N:13]1[CH2:14][CH2:15][CH:10]([O:9][C:8]2[C:16]([F:23])=[C:17]([F:22])[C:18]([F:21])=[C:19]([F:20])[C:7]=2[F:6])[CH2:11][CH2:12]1)[CH3:29] |f:0.1|. Reported procedure: A stirred mixture of 5 g of sodium bicarbonate, 4.44 g of 4-(2,3,4,5,6-pentafluorophenoxy)piperidine, and 40 ml of dimethylformamide was treated, dropwise, with a solution of 2.15 g of 2-dimethylaminoethyl chloride in 20 ml of dimethylformamide. After stirring for five hours at 85° C., the reaction mixture was filtered, and the filtrate poured into water and extracted with ethyl acetate. The organic layer was washed with water followed by a saturated sodium chloride solution and dried over anhyd... Starting materials: COC1(SSC=C1CC(C)(C)C)C(C)(C)C (3-methoxy-3-t-butyl-4-neopentyl 1,2 dithiole), S(O)(O)(=O)=O (sulfuric acid). Solvent: CCOCC (ether). Product: S(=O)(=O)(O)[O-].C(C(C)(C)C)C1=C(S[S+]=C1)C(C)(C)C (4-neopentyl-3-t-butyl 1,2 dithiolium hydrogen sulfate). The yield is 103.3%. Reaction SMILES: CO[C:3]1([C:13]([CH3:16])([CH3:15])[CH3:14])[C:7]([CH2:8][C:9]([CH3:12])([CH3:11])[CH3:10])=[CH:6][S:5][S:4]1.[S:17](=[O:21])(=[O:20])([OH:19])[OH:18]>CCOCC>[S:17]([O-:21])([OH:20])(=[O:19])=[O:18].[CH2:8]([C:7]1[CH:6]=[S+:5][S:4][C:3]=1[C:13]([CH3:16])([CH3:15])[CH3:14])[C:9]([CH3:12])([CH3:11])[CH3:10] |f:3.4|. Reported procedure: A sample of 7.8 grams of 3-methoxy-3-t-butyl-4-neopentyl 1,2 dithiole was dissolved in 16 grams of ether. To the mixture was slowly added 3.0 grams of concentrated sulfuric acid. After the exothermic reaction was completed, the solid precipitate was filtered off and there was isolated 10.1 grams (93.8% of theory) of 4-neopentyl-3-t-butyl 1,2 dithiolium hydrogen sulfate. The reactants are O=C=Nc1ccc(Br)cc1, O=C1c2ccccc2C(=O)N1CCCN(CCCc1nnnn1C(c1ccccc1)(c1ccccc1)c1ccccc1)C1CCCc2ccccc21, CCO, NN, O. The product is O=C(NCCCN(CCCc1nnnn1C(c1ccccc1)(c1ccccc1)c1ccccc1)C1CCCc2ccccc21)Nc1ccc(Br)cc1. As a reaction SMILES: [Br:56][c:57]1[cH:58][cH:59][c:60]([N:63]=[C:64]=[O:65])[cH:61][cH:62]1.[C:1]1(=[O:2])[N:5]([CH2:6][CH2:7][CH2:8][N:9]([CH2:10][CH2:11][CH2:12][c:13]2[n:14][n:15][n:16][n:17]2[C:18]([c:19]2[cH:20][cH:21][cH:22][cH:23][cH:24]2)([c:25]2[cH:26][cH:27][cH:28][cH:29][cH:30]2)[c:31]2[cH:32][cH:33][cH:34][cH:35][cH:36]2)[CH:37]2[CH2:38][CH2:39][CH2:40][c:41]3[cH:42][cH:43][cH:44][cH:45][c:46]32)[C:3](=[O:4])[c:47]2[cH:48][cH:49][cH:50][cH:51][c:52]21.[CH3:66][CH2:67][OH:68].[NH2:54][NH2:55].[OH2:53]>>[NH:5]([CH2:6][CH2:7][CH2:8][N:9]([CH2:10][CH2:11][CH2:12][c:13]1[n:14][n:15][n:16][n:17]1[C:18]([c:19]1[cH:20][cH:21][cH:22][cH:23][cH:24]1)([c:25]1[cH:26][cH:27][cH:28][cH:29][cH:30]1)[c:31]1[cH:32][cH:33][cH:34][cH:35][cH:36]1)[CH:37]1[CH2:38][CH2:39][CH2:40][c:41]2[cH:42][cH:43][cH:44][cH:45][c:46]21)[C:64]([NH:63][c:60]1[cH:59][cH:58][c:57]([Br:56])[cH:62][cH:61]1)=[O:65]. Starting materials: OC(=O)C(F)(F)F.N1CCC(CC1)N1C(N[C@H]2[C@H]1CCCC2)=O ((3aR,7aR)-1-piperidin-4-yloctahydro-2H-benzimidazol-2-one TFA salt), C(C)(=O)O (acetic acid), O=C1CN(CC1)C(=O)OCC (ethyl 3-oxopyrrolidine-1-carboxylate), [Na] (Sodium). The solvent is ClCCl (dichloromethane). Reaction conditions: time 8 hour. Yields the product O=C1N[C@H]2[C@H](N1C1CCN(CC1)C1CN(CC1)C(=O)OCC)CCCC2 (Ethyl 3-[4-[(3aR,7aR)-2-oxo-3a,4,5,6,7,7a-hexahydro-3H-benzoimidazol-1-yl]-1-piperidyl]pyrrolidine-1-carboxylate). As a reaction SMILES: OC(C(F)(F)F)=O.[NH:8]1[CH2:13][CH2:12][CH:11]([N:14]2[C@@H:18]3[CH2:19][CH2:20][CH2:21][CH2:22][C@H:17]3[NH:16][C:15]2=[O:23])[CH2:10][CH2:9]1.C(O)(=O)C.O=[C:29]1[CH2:33][CH2:32][N:31]([C:34]([O:36][CH2:37][CH3:38])=[O:35])[CH2:30]1.[Na]>ClCCl>[O:23]=[C:15]1[N:14]([CH:11]2[CH2:10][CH2:9][N:8]([CH:29]3[CH2:33][CH2:32][N:31]([C:34]([O:36][CH2:37][CH3:38])=[O:35])[CH2:30]3)[CH2:13][CH2:12]2)[C@@H:18]2[CH2:19][CH2:20][CH2:21][CH2:22][C@H:17]2[NH:16]1 |f:0.1,^1:38|. Procedure: To a stirred solution of (3aR,7aR)-1-piperidin-4-yloctahydro-2H-benzimidazol-2-one TFA salt (400 mg, 1.24 mmol) in dichloromethane (10 mL) was added acetic acid (0.35 mL 6.12 mmol)-ethyl 3-oxopyrrolidine-1-carboxylate (0.35 mL 2.23 mmol). Sodium triacetoxyoborohydride (0.8 g, 3.77 mmol) was added and the mixture was stirred at room temperature overnight. The mixture was quenched with ice water, then diluted with dichloromethane (200 mL) and was washed successively with 1N NaOH (10 mL), water (10... As a reaction SMILES: [N:1]1([C:5]2[S:6][C:7]3[C:13](OS(C(F)(F)F)(=O)=O)=[C:12]([C@H:22]([O:28][C:29]([CH3:32])([CH3:31])[CH3:30])[C:23]([O:25][CH2:26][CH3:27])=[O:24])[C:11]([CH3:33])=[CH:10][C:8]=3[N:9]=2)[CH2:4][CH2:3][CH2:2]1.Cl.[O:35]1[C:46]2[C:47]3[C:42]([C:43](B(O)O)=[CH:44][CH:45]=2)=[N:41][CH:40]=[CH:39][C:38]=3[CH2:37][CH2:36]1.[F-].[Cs+].C([O-])(O)=O.[Na+]>CC(OC)(C)C.COC1C=CC=C(OC)C=1C1C(P(C2CCCCC2)C2CCCCC2)=CC=CC=1.C1C=[C-]C(CCN)=CC=1.Cl[Pd+].COCCOC>[N:1]1([C:5]2[S:6][C:7]3[C:13]([C:43]4[C:42]5[C:47]6=[C:38]([CH2:37][CH2:36][O:35][C:46]6=[CH:45][CH:44]=4)[CH:39]=[CH:40][N:41]=5)=[C:12]([C@H:22]([O:28][C:29]([CH3:30])([CH3:32])[CH3:31])[C:23]([O:25][CH2:26][CH3:27])=[O:24])[C:11]([CH3:33])=[CH:10][C:8]=3[N:9]=2)[CH2:2][CH2:3][CH2:4]1 |f:1.2,3.4,5.6,7.8.9.10|. Procedure: To a solution of 33 (38 mg, 0.075 mmol) in freshly distilled DME (1 mL) was added 2,3-dihydropyrano[4,3,2-de]quinolin-7-ylboronic acid hydrochloride (24 mg, 0.097 mmol), chloro(2-dicyclohexylphosphino-2′,6′-dimethoxy-1,1′-biphenyl)[2-(2-aminoethylphenyl)]palladium(II) methyl-t-butylether adduct, [SPhos Palladacycle] (5 mg, 0.0075 mmol), and cesium fluoride (46 mg, 0.3 mmol). The reaction mixture was heated in the microwave at 110° C. for 45 min. A saturated solution of NaHCO3 (3 mL) was added, a... Solvent: COCCOC (DME). The reactants are C(=O)(O)[O-].[Na+] (NaHCO3), N1(CCC1)C=1SC2=C(N1)C=C(C(=C2OS(=O)(=O)C(F)(F)F)[C@@H](C(=O)OCC)OC(C)(C)C)C ((S)-ethyl 2-(2-(azetidin-1-yl)-5-methyl-7-(trifluoromethylsulfonyloxy)benzo[d]thiazol-6-yl)-2-tert-butoxyacetate), Cl.O1CCC=2C=CN=C3C(=CC=C1C23)B(O)O (2,3-dihydropyrano[4,3,2-de]quinolin-7-ylboronic acid hydrochloride), [F-].[Cs+] (cesium fluoride). Yields the product N1(CCC1)C=1SC2=C(N1)C=C(C(=C2C2=CC=C1C3=C(C=CN=C23)CCO1)[C@@H](C(=O)OCC)OC(C)(C)C)C ((2S)-ethyl 2-(2-(azetidin-1-yl)-7-(2,3-dihydropyrano[4,3,2-de]quinolin-7-yl)-5-methylbenzo[d]thiazol-6-yl)-2-tert-butoxyacetate). Run at temperature 110 celsius. Reagents/catalysts: CC(C)(C)OC.COC1=C(C(=CC=C1)OC)C2=CC=CC=C2P(C3CCCCC3)C4CCCCC4.C1=CC=C([C-]=C1)CCN.Cl[Pd+] (chloro(2-dicyclohexylphosphino-2′,6′-dimethoxy-1,1′-biphenyl)[2-(2-aminoethylphenyl)]palladium(II) methyl-t-butylether adduct), CC(C)(C)OC.COC1=C(C(=CC=C1)OC)C2=CC=CC=C2P(C3CCCCC3)C4CCCCC4.C1=CC=C([C-]=C1)CCN.Cl[Pd+] (SPhos Palladacycle). The yield is 52.7%. Starting materials: O=C(O)c1ccc(C(=O)Nc2ccc(Cl)c(-c3ccccn3)c2)c(Cl)c1, Nc1cccnc1. Yields the product O=C(Nc1cccnc1)c1ccc(C(=O)Nc2ccc(Cl)c(-c3ccccn3)c2)c(Cl)c1. Reaction SMILES: [Cl:1][c:2]1[cH:3][c:4]([C:5](=[O:6])[OH:7])[cH:8][cH:9][c:10]1[C:11]([NH:12][c:13]1[cH:14][c:15](-[c:20]2[n:21][cH:22][cH:23][cH:24][cH:25]2)[c:16]([Cl:19])[cH:17][cH:18]1)=[O:26].[NH2:27][c:28]1[cH:29][n:30][cH:31][cH:32][cH:33]1>>[Cl:1][c:2]1[cH:3][c:4]([C:5](=[O:7])[NH:27][c:28]2[cH:29][n:30][cH:31][cH:32][cH:33]2)[cH:8][cH:9][c:10]1[C:11]([NH:12][c:13]1[cH:14][c:15](-[c:20]2[n:21][cH:22][cH:23][cH:24][cH:25]2)[c:16]([Cl:19])[cH:17][cH:18]1)=[O:26]. The reactants are C1CCOC1, C[Si](C)(C)Cl, CCCCCC, CC1=CC(=O)CCC1, C[Al](C)C, Cl. Product: CC1(C)CCCC(=O)C1. Reaction SMILES: [CH2:25]1[O:26][CH2:27][CH2:28][CH2:29]1.[CH3:13][Si:14]([Cl:15])([CH3:16])[CH3:17].[CH3:19][CH2:20][CH2:21][CH2:22][CH2:23][CH3:24].[CH3:1][C:2]1=[CH:3][C:4](=[O:8])[CH2:5][CH2:6][CH2:7]1.[CH3:9][Al:10]([CH3:11])[CH3:12].[ClH:18]>>[CH3:1][C:2]1([CH3:9])[CH2:3][C:4](=[O:8])[CH2:5][CH2:6][CH2:7]1. The reactants are ClC1=C(C=NC2=CC(=C(C=C12)OC)OCC)C#N (4chloro-7ethoxy-6-methoxy-3-quinolinecarbonitrile), OC=1C=C(N)C=CC1C (3-hydroxy-4-methylaniline). The solvent is C(C)O (ethanol). The product is C(C)OC1=C(C=C2C(=C(C=NC2=C1)C#N)NC1=CC(=C(C=C1)C)O)OC (7-Ethoxy-4-[(3-hydroxy-4-methylphenyl)amino]-6-methoxy-3-quinolinecarbonitrile). The yield is 54.8%. Reaction SMILES: Cl[C:2]1[C:11]2[C:6](=[CH:7][C:8]([O:14][CH2:15][CH3:16])=[C:9]([O:12][CH3:13])[CH:10]=2)[N:5]=[CH:4][C:3]=1[C:17]#[N:18].[OH:19][C:20]1[CH:21]=[C:22]([CH:24]=[CH:25][C:26]=1[CH3:27])[NH2:23]>C(O)C>[CH2:15]([O:14][C:8]1[CH:7]=[C:6]2[C:11]([C:2]([NH:23][C:22]3[CH:24]=[CH:25][C:26]([CH3:27])=[C:20]([OH:19])[CH:21]=3)=[C:3]([C:17]#[N:18])[CH:4]=[N:5]2)=[CH:10][C:9]=1[O:12][CH3:13])[CH3:16]. Procedure details: A mixture of 500 mg (1.90 mmol) 4chloro-7ethoxy-6-methoxy-3-quinolinecarbonitrile, 30 ml ethanol, and 281 mg (2.28 mmol) 3-hydroxy-4-methylaniline was heated to reflux under N2 overnight. Removed heat and made basic with saturated sodium bicarbonate. Stripped solvents and slurried residue in hexane. Collected solids, washed with water, and dried in vacuo, giving 364 mg off-white solid: mass spectrum (electrospray m/e): M+H=349.9.